Dataset: the Open Reaction Database (ORD), a public repository of structured organic reaction records. Task: describe an organic reaction: reactants, conditions, products, and yield Reactants: Nc1ncccc1Br, O=C([O-])[O-], Cc1ccccc1, CC(C)c1ccc(CO)cc1, [Cs+], [Cs+], [Cu]I, c1cnc2c(c1)ccc1cccnc12. As a reaction SMILES: [Br:32][c:33]1[c:34]([NH2:39])[n:35][cH:36][cH:37][cH:38]1.[C:1](=[O:2])([O-:3])[O-:4].[CH3:40][c:41]1[cH:42][cH:43][cH:44][cH:45][cH:46]1.[CH:21]([CH3:22])([CH3:23])[c:24]1[cH:25][cH:26][c:27]([CH2:30][OH:31])[cH:28][cH:29]1.[Cs+:5].[Cs+:6].[Cu:47][I:48].[n:7]1[c:8]2[c:9]([cH:10][cH:11][c:12]3[c:13]2[n:14][cH:15][cH:16][cH:17]3)[cH:18][cH:19][cH:20]1>>[CH:21]([CH3:22])([CH3:23])[c:24]1[cH:25][cH:26][c:27]([CH2:30][O:31][c:33]2[c:34]([NH2:39])[n:35][cH:36][cH:37][cH:38]2)[cH:28][cH:29]1. The product is CC(C)c1ccc(COc2cccnc2N)cc1.